This data is from the Open Reaction Database (ORD), a public repository of structured organic reaction records. The task is: describe an organic reaction: reactants, conditions, products, and yield Product: Cc1cc(NC(=O)C2=C(O)c3ccsc3S(=O)(=O)C2)no1. The reactants are Cc1cc(N)no1, COC(=O)C1=C(O)c2ccsc2S(=O)(=O)C1, Cc1ccccc1C. Reaction SMILES: [NH2:17][c:18]1[n:19][o:20][c:21]([CH3:23])[cH:22]1.[OH:1][C:2]1=[C:7]([C:8]([O:10][CH3:9])=[O:11])[CH2:6][S:5](=[O:12])(=[O:13])[c:4]2[c:3]1[cH:16][cH:15][s:14]2.[c:24]1([CH3:25])[c:26]([CH3:27])[cH:28][cH:29][cH:30][cH:31]1>>[OH:1][C:2]1=[C:7]([C:8](=[O:10])[NH:17][c:18]2[n:19][o:20][c:21]([CH3:23])[cH:22]2)[CH2:6][S:5](=[O:12])(=[O:13])[c:4]2[c:3]1[cH:16][cH:15][s:14]2. The reactants are ClC=1N=C(NC1CC)C(=O)N[C@@H]1[C@@H](CN(CC1)C1=NC2=C(N1)C=CC=C2C(=O)OC)OC (Methyl cis(±)-2-(4-{[(4-chloro-5-ethyl-1H-imidazol-2-yl)carbonyl]amino}-3-methoxypiperidin-1-yl)-1H-benzimidazole-4-carboxylate), [OH-].[Li+] (lithium hydroxide). Solvent: CO (methanol), C1CCOC1 (THF). Conditions: temperature 60 celsius, time 1 hour. The product is ClC=1N=C(NC1CC)C(=O)N[C@@H]1[C@@H](CN(CC1)C1=NC2=C(N1)C=CC=C2C(=O)O)OC (cis(±)-2-(4-{[(4-Chloro-5-ethyl-1H-imidazol-2-yl)carbonyl]amino}-3-methoxypiperidin-1-yl)-1H-benzimidazole-4-carboxylic acid). RXN SMILES: [Cl:1][C:2]1[N:3]=[C:4]([C:9]([NH:11][C@H:12]2[CH2:17][CH2:16][N:15]([C:18]3[NH:22][C:21]4[CH:23]=[CH:24][CH:25]=[C:26]([C:27]([O:29]C)=[O:28])[C:20]=4[N:19]=3)[CH2:14][C@H:13]2[O:31][CH3:32])=[O:10])[NH:5][C:6]=1[CH2:7][CH3:8].[OH-].[Li+]>CO.C1COCC1>[Cl:1][C:2]1[N:3]=[C:4]([C:9]([NH:11][C@H:12]2[CH2:17][CH2:16][N:15]([C:18]3[NH:22][C:21]4[CH:23]=[CH:24][CH:25]=[C:26]([C:27]([OH:29])=[O:28])[C:20]=4[N:19]=3)[CH2:14][C@H:13]2[O:31][CH3:32])=[O:10])[NH:5][C:6]=1[CH2:7][CH3:8] |f:1.2|. Reported procedure: Methyl cis(±)-2-(4-{[(4-chloro-5-ethyl-1H-imidazol-2-yl)carbonyl]amino}-3-methoxypiperidin-1-yl)-1H-benzimidazole-4-carboxylate obtained in Example (187d) (190 mg, 0.41 mmol) was dissolved in methanol (5 ml) and THF (5 ml). A 2 N aqueous lithium hydroxide solution (5 ml) was added, and the mixture was stirred at 50 to 70° C. for one hour. The organic solvent was evaporated under reduced pressure, followed by neutralization with 1 N hydrochloric acid. The resulting solid was collected by filtrati...